The task is: describe an organic reaction: reactants, conditions, products, and yield. This data is from the Open Reaction Database (ORD), a public repository of structured organic reaction records. Starting materials: C1OC2=CC=C(C=C2O1)[N+](=O)[O-] (4,5-methylenedioxy-1-nitrobenzene), ice, [N+](=O)(O)[O-] (nitric acid), [N+](=O)(O)[O-] (nitric acid). Run at temperature -5 celsius. Product: C1OC2=CC(=C(C=C2O1)[N+](=O)[O-])[N+](=O)[O-] (4,5-methylenedioxy-1,2-dinitrobenzene). RXN SMILES: [CH2:1]1[O:9][C:8]2[C:3](=[CH:4][CH:5]=[C:6]([N+:10]([O-:12])=[O:11])[CH:7]=2)[O:2]1.[N+:13]([O-])([OH:15])=[O:14]>>[CH2:1]1[O:2][C:3]2[C:8](=[CH:7][C:6]([N+:10]([O-:12])=[O:11])=[C:5]([N+:13]([O-:15])=[O:14])[CH:4]=2)[O:9]1. Procedure: 0.103 mol (17.2 g) of 4,5-methylenedioxy-1-nitrobenzene is added in small portions in the course of 15 minutes to a mixture, cooled to -5° C., consisting of 125 ml of nitric acid (d=1.50) and 125 ml of nitric acid (d=1.40), the temperature being maintained at between 0° and 5° C. 1 hour after the addition is complete, the reaction mixture is poured onto 1 kg of ice. The expected product precipitates. After being dried hot in the presence of phosphorus pentoxide, it melts at 99° C. (literature 98... Starting materials: C1(C=2C(C(=O)O1)=CC=CC2)=O (phthalic anhydride). Reagents/catalysts: C(C)(=O)[O-].[Pd+2].C(C)(=O)[O-] (palladium acetate). Product: C1=CC2=C(C=C1C3=CC4=C(C=C3)C(=O)OC4=O)C(=O)OC2=O (BPDA). Reaction SMILES: [C:1]1(=[O:11])[O:6][C:4](=[O:5])[C:3]2=[CH:7][CH:8]=[CH:9][CH:10]=[C:2]12>C([O-])(=O)C.[Pd+2].C([O-])(=O)C>[CH:8]1[C:9]([C:9]2[CH:8]=[CH:7][C:3]3[C:4]([O:6][C:1](=[O:11])[C:2]=3[CH:10]=2)=[O:5])=[CH:10][C:2]2[C:1]([O:6][C:4](=[O:5])[C:3]=2[CH:7]=1)=[O:11] |f:1.2.3|. Procedure: 20 g (135 mmol) of phthalic anhydride was heated at 80° C. for 5 hours in the same manner as in Example 1 except that palladium acetate was omitted. As a result, a BPDA was not formed. The reactants are [Al+3], CS(=O)(=O)Nc1ccc(CC(=O)N2CCOc3ccc(NS(C)(=O)=O)cc3OCC2)cc1, [H-], [H-], [H-], [H-], [Li+]. Product: CS(=O)(=O)Nc1ccc(CCN2CCOc3ccc(NS(C)(=O)=O)cc3OCC2)cc1. As a reaction SMILES: [Al+3:34].[CH3:1][S:2](=[O:3])(=[O:4])[NH:5][c:6]1[cH:7][c:8]2[c:9]([cH:31][cH:32]1)[O:10][CH2:11][CH2:12][N:13]([C:17]([CH2:18][c:19]1[cH:20][cH:21][c:22]([NH:25][S:26](=[O:27])(=[O:28])[CH3:29])[cH:23][cH:24]1)=[O:30])[CH2:14][CH2:15][O:16]2.[H-:33].[H-:36].[H-:37].[H-:38].[Li+:35]>>[CH3:1][S:2](=[O:3])(=[O:4])[NH:5][c:6]1[cH:7][c:8]2[c:9]([cH:31][cH:32]1)[O:10][CH2:11][CH2:12][N:13]([CH2:17][CH2:18][c:19]1[cH:20][cH:21][c:22]([NH:25][S:26](=[O:27])(=[O:28])[CH3:29])[cH:23][cH:24]1)[CH2:14][CH2:15][O:16]2. As a reaction SMILES: [B:33]([Br:34])([Br:35])[Br:36].[CH3:1][O:2][c:3]1[cH:4][c:5]2[c:6]3[c:7]([nH:8][c:9]2[cH:10][cH:11]1)[CH2:12][N:13]([CH2:16][CH2:17][CH2:18][CH2:19][C:20]12[C:21](=[O:32])[NH:22][c:23]4[cH:24][cH:25][cH:26][c:27]([c:28]41)[CH2:29][CH2:30][CH2:31]2)[CH2:14][CH2:15]3.[Cl:37][CH2:38][Cl:39]>>[OH:2][c:3]1[cH:4][c:5]2[c:6]3[c:7]([nH:8][c:9]2[cH:10][cH:11]1)[CH2:12][N:13]([CH2:16][CH2:17][CH2:18][CH2:19][C:20]12[C:21](=[O:32])[NH:22][c:23]4[cH:24][cH:25][cH:26][c:27]([c:28]41)[CH2:29][CH2:30][CH2:31]2)[CH2:14][CH2:15]3. Reactants: BrB(Br)Br, COc1ccc2[nH]c3c(c2c1)CCN(CCCCC12CCCc4cccc(c41)NC2=O)C3, ClCCl. Product: O=C1Nc2cccc3c2C1(CCCCN1CCc2c([nH]c4ccc(O)cc24)C1)CCC3. Reactants: ClC1=C(C(=CC=C1)Cl)N1N=NC(=C1CO)C(C)C ([3-(2,6-dichloro-phenyl)-5-isopropyl-3H-[1,2,3]triazol-4-yl]-methanol), BrC1=C(C=C(C=C1)O)C (4-bromo-3-methyl-phenol), C(CCC)P(CCCC)CCCC (tri-n-butylphosphine), 1,1′-(Azocarbonyl)-dipiperidine. Run in C1(=CC=CC=C1)C (toluene). Run at temperature 0 celsius, time 6 hour. The product is BrC1=C(C=C(OCC2=C(N=NN2C2=C(C=CC=C2Cl)Cl)C(C)C)C=C1)C (5-(4-Bromo-3-methyl-phenoxymethyl)-1-(2,6-dichloro-phenyl)-4-isopropyl-1H-[1,2,3]triazole). Yield: 67.8%. As a reaction SMILES: [Cl:1][C:2]1[CH:7]=[CH:6][CH:5]=[C:4]([Cl:8])[C:3]=1[N:9]1[C:13]([CH2:14][OH:15])=[C:12]([CH:16]([CH3:18])[CH3:17])[N:11]=[N:10]1.[Br:19][C:20]1[CH:25]=[CH:24][C:23](O)=[CH:22][C:21]=1[CH3:27].C(P(CCCC)CCCC)CCC>C1(C)C=CC=CC=1>[Br:19][C:20]1[CH:25]=[CH:24][C:23]([O:15][CH2:14][C:13]2[N:9]([C:3]3[C:4]([Cl:8])=[CH:5][CH:6]=[CH:7][C:2]=3[Cl:1])[N:10]=[N:11][C:12]=2[CH:16]([CH3:18])[CH3:17])=[CH:22][C:21]=1[CH3:27]. Procedure: To a solution of [3-(2,6-dichloro-phenyl)-5-isopropyl-3H-[1,2,3]triazol-4-yl]-methanol (300 mg, 1.05 mmol) in toluene (4 mL) are added 4-bromo-3-methyl-phenol (196 mg, 1.05 mmol) and tri-n-butylphosphine (394 μL, 1.58 mmol). The reaction mixture is cooled to 0° C. To the reaction mixture is added 1,1′-(Azocarbonyl)-dipiperidine (399 mg, 1.58 mmol) and the reaction mixture is warmed to room temperature. After 6 h, the reaction mixture is concentrated and the residue is chromatographed eluting wit... The product is C(CC#C)N1C(NCC1)=O (1-But-3-ynyl-imidazolidin-2-one). Procedure: To a solution of 1-but-3-ynyl-3-(2-chloro-ethyl)-urea (5 g, 28.7 mmol) in THF (100 mL) add tetrabutylammonium bromide (1.82 g, 5.65 mmol) and potassium hydroxide (2.01 g, 35.9 mmol). Heat the resulting suspension at 75° C. for 72 h and allow to cool to room temperature. Dilute the mixture with EtOAc (200 mL), wash with water (2×100 mL) and 1N aqueous HCl (100 mL). Dry the organic phase over MgSO4, filter and concentrate in vacuo to obtain the title compound as a white powder (816 mg, 21%). The yield is 20.6%. Conditions: temperature 75 celsius. The solvent is C1CCOC1 (THF), CCOC(=O)C (EtOAc). RXN SMILES: [CH2:1]([NH:5][C:6]([NH:8][CH2:9][CH2:10]Cl)=[O:7])[CH2:2][C:3]#[CH:4].[OH-].[K+]>C1COCC1.[Br-].C([N+](CCCC)(CCCC)CCCC)CCC.CCOC(C)=O>[CH2:1]([N:5]1[CH2:10][CH2:9][NH:8][C:6]1=[O:7])[CH2:2][C:3]#[CH:4] |f:1.2,4.5|. Reagents/catalysts: [Br-].C(CCC)[N+](CCCC)(CCCC)CCCC (tetrabutylammonium bromide). The reactants are C(CC#C)NC(=O)NCCCl (1-but-3-ynyl-3-(2-chloro-ethyl)-urea), [OH-].[K+] (potassium hydroxide). The reactants are BrC=1C=C2C=CNC2=NC1 (5-bromo-7-azaindole), ClC1=CC=C(C(=C1C=O)F)OCC(F)(F)F (6-Chloro-2-fluoro-3-(2,2,2-trifluoro-ethoxy)-benzaldehyde), [OH-].[K+] (potassium hydroxide), O (water). The solvent is CO (methanol). Run at time 48 hour. Yields the product BrC=1C=C2C(=NC1)NC=C2C(O)C2=C(C(=CC=C2Cl)OCC(F)(F)F)F ((5-Bromo-1H-pyrrolo[2,3-b]pyridin-3-yl)-[6-chloro-2-fluoro-3-(2,2,2-trifluoro-ethoxy)-phenyl]-methanol). As a reaction SMILES: [Br:1][C:2]1[CH:3]=[C:4]2[C:8](=[N:9][CH:10]=1)[NH:7][CH:6]=[CH:5]2.[Cl:11][C:12]1[C:17]([CH:18]=[O:19])=[C:16]([F:20])[C:15]([O:21][CH2:22][C:23]([F:26])([F:25])[F:24])=[CH:14][CH:13]=1.[OH-].[K+].O>CO>[Br:1][C:2]1[CH:3]=[C:4]2[C:5]([CH:18]([C:17]3[C:12]([Cl:11])=[CH:13][CH:14]=[C:15]([O:21][CH2:22][C:23]([F:25])([F:26])[F:24])[C:16]=3[F:20])[OH:19])=[CH:6][NH:7][C:8]2=[N:9][CH:10]=1 |f:2.3|. Procedure: To 5-bromo-7-azaindole (67, 291 mg, 1.48 mmol) in methanol (22 mL) were added 6-Chloro-2-fluoro-3-(2,2,2-trifluoro-ethoxy)-benzaldehyde (523, 400.0 mg, 1.6 mmol) and potassium hydroxide (1.49 g, 26.6 mmol) under an atmosphere of nitrogen. The reaction was stirred at room temperature for 48 hours. The reaction was poured into water and extracted with ethyl acetate. The organic layer was dried over anhydrous sodium sulfate and filtered. The filtrate was concentrated and purified by silica gel colu...